From a dataset of the Open Reaction Database (ORD), a public repository of structured organic reaction records. describe an organic reaction: reactants, conditions, products, and yield The reactants are N1[C@H](CCC1)COC=1C=C(C=CC1C(F)(F)F)NC(C)=O ((R)-N-[3-(pyrrolidin-2-ylmethoxy)-4-trifluoromethyl-phenyl]-acetamide), C=O (formaldehyde), [BH3-]C#N.[Na+] (NaBH3CN). The reagents and catalysts are CC(=O)O (AcOH). Run in CC#N (CH3CN). Reaction conditions: time 1 hour. Yields the product CN1[C@H](CCC1)COC=1C=C(C=CC1C(F)(F)F)NC(C)=O ((R)-N-[3-(1-Methyl-pyrrolidin-2-ylmethoxy)-4-trifluoromethyl-phenyl]-acetamide). As a reaction SMILES: [NH:1]1[CH2:5][CH2:4][CH2:3][C@@H:2]1[CH2:6][O:7][C:8]1[CH:9]=[C:10]([NH:18][C:19](=[O:21])[CH3:20])[CH:11]=[CH:12][C:13]=1[C:14]([F:17])([F:16])[F:15].C=O.[BH3-][C:25]#N.[Na+]>CC#N.CC(O)=O>[CH3:25][N:1]1[CH2:5][CH2:4][CH2:3][C@@H:2]1[CH2:6][O:7][C:8]1[CH:9]=[C:10]([NH:18][C:19](=[O:21])[CH3:20])[CH:11]=[CH:12][C:13]=1[C:14]([F:17])([F:16])[F:15] |f:2.3|. Procedure: To a solution of (R)-N-[3-(pyrrolidin-2-ylmethoxy)-4-trifluoromethyl-phenyl]-acetamide (0.85 g, 2.81 mmol) in 25 mL CH3CN was added 1.13 mL formaldehyde (37% in H2O) and NaBH3CN (0.28 g, 4.50 mmol). The reaction was stirred for 1 h, and the pH of the reaction was neutralized every 15 min by introducing several drops of AcOH. The reaction was concentrated in vacuo and dissolved into Et2O and 6 N NaOH. The layers were separated, and the organic layer was washed twice with 6N NaOH and extracted wit... Starting materials: CCOC(C)=O, CCOC(=O)CC(NC(=O)OC(C)(C)C)c1ccccc1, Cl. Yields the product Cl, CCOC(=O)CC(N)c1ccccc1. As a reaction SMILES: [CH3:23][CH2:24][O:25][C:26]([CH3:27])=[O:28].[CH3:2][C:3]([CH3:4])([O:5][C:6](=[O:7])[NH:8][CH:9]([CH2:10][C:11](=[O:12])[O:13][CH2:14][CH3:15])[c:16]1[cH:17][cH:18][cH:19][cH:20][cH:21]1)[CH3:22].[ClH:1]>>[ClH:1].[NH2:8][CH:9]([CH2:10][C:11](=[O:12])[O:13][CH2:14][CH3:15])[c:16]1[cH:17][cH:18][cH:19][cH:20][cH:21]1. Reactants: CC(c1ccc(Br)cn1)N(C(=O)[O-])C(C)(C)C, ClCCl, Cl, C1COCCO1. The product is CC(N)c1ccc(Br)cn1. RXN SMILES: [C:1]([N:5]([C:2](=[O:3])[O-:4])[CH:9]([CH3:10])[c:11]1[n:12][cH:13][c:14]([Br:17])[cH:15][cH:16]1)([CH3:6])([CH3:7])[CH3:8].[Cl:25][CH2:26][Cl:27].[ClH:18].[O:19]1[CH2:20][CH2:21][O:22][CH2:23][CH2:24]1>>[NH2:5][CH:9]([CH3:10])[c:11]1[n:12][cH:13][c:14]([Br:17])[cH:15][cH:16]1. Reactants: Cc1csc(Nc2ncc(Br)cc2Sc2ccccc2Cl)n1, CC1(C)OB(B2OC(C)(C)C(C)(C)O2)OC1(C)C, CC#N, C1CCC(P(C2CCCC2)C2CCCC2)C1, [Cs+], [F-], CC(=O)[O-], CC(=O)[O-], [Pd+2]. Product: Cc1csc(Nc2ncc(O)cc2Sc2ccccc2Cl)n1. RXN SMILES: [Br:1][c:2]1[cH:3][c:4]([S:15][c:16]2[c:17]([Cl:22])[cH:18][cH:19][cH:20][cH:21]2)[c:5]([NH:8][c:9]2[s:10][cH:11][c:12]([CH3:14])[n:13]2)[n:6][cH:7]1.[CH3:23][C:24]1([CH3:26])[O:25][B:31]([B:32]2[O:33][C:34]([CH3:35])([CH3:36])[C:37]([CH3:38])([CH3:39])[O:40]2)[O:30][C:27]1([CH3:28])[CH3:29].[CH3:59][C:60]#[N:61].[CH:41]1([P:42]([CH:43]2[CH2:44][CH2:45][CH2:46][CH2:47]2)[CH:48]2[CH2:49][CH2:50][CH2:51][CH2:52]2)[CH2:53][CH2:54][CH2:55][CH2:56]1.[Cs+:58].[F-:57].[O-:63][C:64]([CH3:65])=[O:66].[O-:67][C:68]([CH3:69])=[O:70].[Pd+2:62]>>[c:2]1([OH:25])[cH:3][c:4]([S:15][c:16]2[c:17]([Cl:22])[cH:18][cH:19][cH:20][cH:21]2)[c:5]([NH:8][c:9]2[s:10][cH:11][c:12]([CH3:14])[n:13]2)[n:6][cH:7]1. Starting materials: CCOCCn1c(N2CCCN(CCC3(c4ccccc4)CCNC3)CC2)nc2ccccc21, COc1ccc(OCC(C)=O)cc1C(=O)O, CCN=C=NCCCN(C)C, CCN(C(C)C)C(C)C, ClCCl, Cl, Cl, O, On1nnc2ccccc21. The product is CCOCCn1c(N2CCCN(CCC3(c4ccccc4)CCN(C(=O)c4cc(OCC(C)=O)ccc4OC)C3)CC2)nc2ccccc21. Reaction SMILES: [CH2:3]([CH3:4])[O:5][CH2:6][CH2:7][n:8]1[c:9]([N:17]2[CH2:18][CH2:19][N:20]([CH2:24][CH2:25][C:26]3([c:31]4[cH:32][cH:33][cH:34][cH:35][cH:36]4)[CH2:27][NH:28][CH2:29][CH2:30]3)[CH2:21][CH2:22][CH2:23]2)[n:10][c:11]2[c:12]1[cH:13][cH:14][cH:15][cH:16]2.[CH3:37][O:38][c:39]1[c:40]([C:41](=[O:42])[OH:43])[cH:44][c:45]([O:48][CH2:49][C:50]([CH3:51])=[O:52])[cH:46][cH:47]1.[CH3:53][N:54]([CH3:55])[CH2:56][CH2:57][CH2:58][N:59]=[C:60]=[N:61][CH2:62][CH3:63].[CH:75]([N:76]([CH:77]([CH3:78])[CH3:79])[CH2:80][CH3:81])([CH3:82])[CH3:83].[Cl:84][CH2:85][Cl:86].[ClH:1].[ClH:2].[OH2:64].[OH:65][n:66]1[c:67]2[cH:68][cH:69][cH:70][cH:71][c:72]2[n:73][n:74]1>>[CH2:3]([CH3:4])[O:5][CH2:6][CH2:7][n:8]1[c:9]([N:17]2[CH2:18][CH2:19][N:20]([CH2:24][CH2:25][C:26]3([c:31]4[cH:32][cH:33][cH:34][cH:35][cH:36]4)[CH2:27][N:28]([C:41]([c:40]4[c:39]([O:38][CH3:37])[cH:47][cH:46][c:45]([O:48][CH2:49][C:50]([CH3:51])=[O:52])[cH:44]4)=[O:42])[CH2:29][CH2:30]3)[CH2:21][CH2:22][CH2:23]2)[n:10][c:11]2[c:12]1[cH:13][cH:14][cH:15][cH:16]2. Starting materials: ClC1=NC(=C(C(=O)N)C=C1)NC1=CC=C(C=C1)S(=O)(=O)C (6-chloro-2-(4-(methylsulfonyl)phenylamino)nicotinamide), N1CCCCC1 (piperidine). Run in CCOC(=O)C (EtOAc). Reaction conditions: temperature 90 celsius, time 5 hour. Product: CS(=O)(=O)C1=CC=C(C=C1)NC1=C(C(=O)N)C=CC(=N1)N1CCCCC1 (2-((4-(Methylsulfonyl)phenyl)amino)-6-(1-piperidinyl)nicotinamide). Reaction SMILES: Cl[C:2]1[CH:10]=[CH:9][C:5]([C:6]([NH2:8])=[O:7])=[C:4]([NH:11][C:12]2[CH:17]=[CH:16][C:15]([S:18]([CH3:21])(=[O:20])=[O:19])=[CH:14][CH:13]=2)[N:3]=1.[NH:22]1[CH2:27][CH2:26][CH2:25][CH2:24][CH2:23]1>CCOC(C)=O>[CH3:21][S:18]([C:15]1[CH:16]=[CH:17][C:12]([NH:11][C:4]2[N:3]=[C:2]([N:22]3[CH2:27][CH2:26][CH2:25][CH2:24][CH2:23]3)[CH:10]=[CH:9][C:5]=2[C:6]([NH2:8])=[O:7])=[CH:13][CH:14]=1)(=[O:20])=[O:19]. Reported procedure: A mixture of 6-chloro-2-(4-(methylsulfonyl)phenylamino)nicotinamide (19.4 mg, 0.060 mmol) and piperidine (2 mL) in a sealed tube was stirred in a 90° C. oil bath for 5 h. The mixture was diluted with EtOAc (25 mL), washed with saturated NH4Cl(2×5 mL), brine (5 mL), dried (MgSO4), and concentrated. After addition of CH2Cl2 (2 mL), white solid precipitated from the solution upon sitting. The solid was collected by filtration (14.1 mg, 60%). LCMS: (M+H)+=375.1. 1H NMR (400 MHz, acetone-d6) δ ppm 12...